describe an organic reaction: reactants, conditions, products, and yield From a dataset of the Open Reaction Database (ORD), a public repository of structured organic reaction records. The reactants are CCO, Cl, O=C(O)c1ccc(F)c([N+](=O)[O-])c1, Nc1ccccc1, O. Product: O=C(O)c1ccc(Nc2ccccc2)c([N+](=O)[O-])c1. RXN SMILES: [CH3:22][CH2:23][OH:24].[ClH:21].[F:1][c:2]1[c:3]([N+:11](=[O:12])[O-:13])[cH:4][c:5]([C:6](=[O:7])[OH:8])[cH:9][cH:10]1.[NH2:14][c:15]1[cH:16][cH:17][cH:18][cH:19][cH:20]1.[OH2:25]>>[c:2]1([NH:14][c:15]2[cH:16][cH:17][cH:18][cH:19][cH:20]2)[c:3]([N+:11](=[O:12])[O-:13])[cH:4][c:5]([C:6](=[O:7])[OH:8])[cH:9][cH:10]1. Reactants: NC(=O)CCC(NC(=O)OCc1ccccc1)C(=O)O, CC(C)=O, Oc1c(Cl)c(Cl)c(Cl)c(Cl)c1Cl, c1ccc(P(c2ccccc2)c2ccccc2)cc1. Yields the product NC(=O)CCC(NC(=O)OCc1ccccc1)C(=O)Oc1c(Cl)c(Cl)c(Cl)c(Cl)c1Cl. RXN SMILES: [CH2:1]([c:2]1[cH:3][cH:4][cH:5][cH:6][cH:7]1)[O:8][C:9](=[O:10])[NH:11][CH:12]([CH2:13][CH2:14][C:15]([NH2:16])=[O:17])[C:18](=[O:19])[OH:20].[CH3:52][C:53](=[O:54])[CH3:55].[OH:21][c:22]1[c:23]([Cl:24])[c:25]([Cl:26])[c:27]([Cl:28])[c:29]([Cl:30])[c:31]1[Cl:32].[c:33]1([P:34]([c:35]2[cH:36][cH:37][cH:38][cH:39][cH:40]2)[c:41]2[cH:42][cH:43][cH:44][cH:45][cH:46]2)[cH:47][cH:48][cH:49][cH:50][cH:51]1>>[CH2:1]([c:2]1[cH:3][cH:4][cH:5][cH:6][cH:7]1)[O:8][C:9](=[O:10])[NH:11][CH:12]([CH2:13][CH2:14][C:15]([NH2:16])=[O:17])[C:18]([O:19][c:22]1[c:23]([Cl:24])[c:25]([Cl:26])[c:27]([Cl:28])[c:29]([Cl:30])[c:31]1[Cl:32])=[O:20]. The reactants are [H][H] (hydrogen), 59.8, [N+](=O)([O-])C=1C=CC2=C(CCC(O2)C(=O)OCC)C1 (ethyl 3,4-dihydro-6-nitro-2H-1-benzopyran-2-carboxylate), S1C=CC=C1 (thiophene). The reagents and catalysts are [Pd] (palladium-on-charcoal). Run in CO (methanol), CO (methanol). Product: NC=1C=CC2=C(CCC(O2)C(=O)OCC)C1 (ethyl 6-amino-3,4-dihydro-2H-1-benzopyran-2-carboxylate), intermediate 24. Isolated yield 90.0%. As a reaction SMILES: [N+:1]([C:4]1[CH:5]=[CH:6][C:7]2[O:12][CH:11]([C:13]([O:15][CH2:16][CH3:17])=[O:14])[CH2:10][CH2:9][C:8]=2[CH:18]=1)([O-])=O.S1C=CC=C1.[H][H]>CO.[Pd]>[NH2:1][C:4]1[CH:5]=[CH:6][C:7]2[O:12][CH:11]([C:13]([O:15][CH2:16][CH3:17])=[O:14])[CH2:10][CH2:9][C:8]=2[CH:18]=1. Procedure: A mixture of 59.8 parts of ethyl 3,4-dihydro-6-nitro-2H-1-benzopyran-2-carboxylate, 3 parts of a solution of thiophene in methanol 1% and 480 parts of methanol was hydrogenated at normal pressure and at room temperature with 5 parts of palladium-on-charcoal catalyst 10%. After the calculated amount of hydrogen was taken up, the catalyst was filtered off and the filtrate was evaporated, yielding 48 parts (90%) of ethyl 6-amino-3,4-dihydro-2H-1-benzopyran-2-carboxylate as a residue (intermediate 2... Starting materials: [Br-], CC(Br)C=CC(=O)[O-], O=C([O-])[O-], CCCC[N+](CC)(CCCC)CCCC, Clc1ccccc1, Cl, Oc1ccc(Oc2ccc(C(F)(F)F)cc2)cc1, [K+], [K+], O. Product: CC(C=CC(=O)O)Oc1ccc(Oc2ccc(C(F)(F)F)cc2)cc1. As a reaction SMILES: [Br-:33].[Br:19][CH:20]([CH:21]=[CH:22][C:23](=[O:24])[O-:25])[CH3:26].[C:27](=[O:28])([O-:29])[O-:30].[CH2:34]([N+:35]([CH2:36][CH2:37][CH2:38][CH3:39])([CH2:40][CH2:41][CH2:42][CH3:43])[CH2:44][CH3:45])[CH2:46][CH2:47][CH3:48].[Cl:51][c:52]1[cH:53][cH:54][cH:55][cH:56][cH:57]1.[ClH:49].[F:1][C:2]([c:3]1[cH:4][cH:5][c:6]([O:7][c:8]2[cH:9][cH:10][c:11]([OH:14])[cH:12][cH:13]2)[cH:15][cH:16]1)([F:17])[F:18].[K+:31].[K+:32].[OH2:50]>>[F:1][C:2]([c:3]1[cH:4][cH:5][c:6]([O:7][c:8]2[cH:9][cH:10][c:11]([O:14][CH:20]([CH:21]=[CH:22][C:23](=[O:24])[OH:25])[CH3:26])[cH:12][cH:13]2)[cH:15][cH:16]1)([F:17])[F:18]. Reactants: C(=O)([O-])[O-].[Na+].[Na+] (Na2CO3), BrC=1C=NN(C1)C(C)C (4-bromo-1-isopropyl-1H-pyrazole), OC(C[C@@]1(CCN(C(O1)=O)[C@@H](C)C1=CC=C(C=C1)B1OC(C(O1)(C)C)(C)C)C1=CC=CC=C1)(C)C ((S)-6-(2-hydroxy-2-methylpropyl)-6-phenyl-3-[(S)-1-(4-(4,4,5,5-tetramethyl-1,3,2-dioxaborolan-2-yl)phenyl)ethyl]-1,3-oxazinan-2-one). Run in CN(C=O)C (dimethylformamide). Reaction conditions: temperature 90 celsius, time 2 hour. Product: C1(CC1)N1N=CC(=C1)C1=CC=C(C=C1)[C@H](C)N1C(O[C@](CC1)(C1=CC=CC=C1)CC(C)(C)O)=O (3-{(S)-1-[4-(1-Cyclopropyl-1H-pyrazol-4-yl)-phenyl]-ethyl}-(S)-6-(2-hydroxy-2-methyl-propyl)-6-phenyl-[1,3]oxazinan-2-one). RXN SMILES: C([O-])([O-])=O.[Na+].[Na+].Br[C:8]1[CH:9]=[N:10][N:11]([CH:13]([CH3:15])[CH3:14])[CH:12]=1.[OH:16][C:17]([CH3:50])([CH3:49])[CH2:18][C@@:19]1([C:43]2[CH:48]=[CH:47][CH:46]=[CH:45][CH:44]=2)[O:24][C:23](=[O:25])[N:22]([C@H:26]([C:28]2[CH:33]=[CH:32][C:31](B3OC(C)(C)C(C)(C)O3)=[CH:30][CH:29]=2)[CH3:27])[CH2:21][CH2:20]1>CN(C)C=O>[CH:13]1([N:11]2[CH:12]=[C:8]([C:31]3[CH:30]=[CH:29][C:28]([C@@H:26]([N:22]4[CH2:21][CH2:20][C@:19]([CH2:18][C:17]([OH:16])([CH3:49])[CH3:50])([C:43]5[CH:48]=[CH:47][CH:46]=[CH:45][CH:44]=5)[O:24][C:23]4=[O:25])[CH3:27])=[CH:33][CH:32]=3)[CH:9]=[N:10]2)[CH2:15][CH2:14]1 |f:0.1.2|. Procedure details: 2 M aqueous Na2CO3 solution (0.37 mL) was added to a solution of 4-bromo-1-isopropyl-1H-pyrazole (0.15 g) and (S)-6-(2-hydroxy-2-methylpropyl)-6-phenyl-3-[(S)-1-(4-(4,4,5,5-tetramethyl-1,3,2-dioxaborolan-2-yl)phenyl)ethyl]-1,3-oxazinan-2-one (0.35 g) in dimethylformamide (3 mL). The resulting mixture was sparged with argon for 10 min, before [1,1′-bis(diphenylphosphino)-ferrocene]dichloro-palladium(II) dichloromethane complex (20 mg) was added. The mixture was heated to 90° C. and stirred at thi... Reactants: C(C)(=O)C1=C(C(N(C1C1=CC=C(C=C1)Cl)C=1C=C(C=2N(C1)C(=NN2)C)C)=O)O (4-acetyl-5-(4-chlorophenyl)-1-(3,8-dimethyl-[1,2,4]triazolo[4,3-a]pyridin-6-yl)-3-hydroxy-1H-pyrrol-2(5H)-one), Cl.C1(CC1)NN (cyclopropylhydrazine hydrochloride). Solvent: CCO (EtOH), C1(=CC=CC=C1)C (toluene). Conditions: time 2 hour. Product: ClC1=CC=C(C=C1)C1N(C(C=2N(N=C(C21)C)C2CC2)=O)C=2C=C(C=1N(C2)C(=NN1)C)C (4-(4-chlorophenyl)-1-cyclopropyl-5-(3,8-dimethyl-[1,2,4]triazolo[4,3-a]pyridin-6-yl)-3-methyl-4,5-dihydropyrrolo[3,4-c]pyrazol-6(1H)-one). The yield is 59.9%. RXN SMILES: [C:1]([C:4]1[CH:8]([C:9]2[CH:14]=[CH:13][C:12]([Cl:15])=[CH:11][CH:10]=2)[N:7]([C:16]2[CH:17]=[C:18]([CH3:26])[C:19]3[N:20]([C:22]([CH3:25])=[N:23][N:24]=3)[CH:21]=2)[C:6](=[O:27])[C:5]=1O)(=O)[CH3:2].Cl.[CH:30]1([NH:33][NH2:34])[CH2:32][CH2:31]1>CCO.C1(C)C=CC=CC=1>[Cl:15][C:12]1[CH:11]=[CH:10][C:9]([CH:8]2[C:4]3[C:1]([CH3:2])=[N:34][N:33]([CH:30]4[CH2:32][CH2:31]4)[C:5]=3[C:6](=[O:27])[N:7]2[C:16]2[CH:17]=[C:18]([CH3:26])[C:19]3[N:20]([C:22]([CH3:25])=[N:23][N:24]=3)[CH:21]=2)=[CH:14][CH:13]=1 |f:1.2|. Procedure details: A mixture of 4-acetyl-5-(4-chlorophenyl)-1-(3,8-dimethyl-[1,2,4]triazolo[4,3-a]pyridin-6-yl)-3-hydroxy-1H-pyrrol-2(5H)-one (Step 92.1) (630 mg, 1.588 mmol) and cyclopropylhydrazine hydrochloride (517 mg, 4.76 mmol) in EtOH (8 mL) and toluene (8 mL) was stirred for 2 hr at reflux. The reaction mixture was concentrated, diluted with CH2Cl2/saturated aq. NaHCO3 solution, and extracted with CH2Cl2. The combined organic layers were washed with water and brine, dried over Na2SO4 and evaporated. The cr...